Dataset: the Open Reaction Database (ORD), a public repository of structured organic reaction records. Task: describe an organic reaction: reactants, conditions, products, and yield Starting materials: CC(=O)O, [Na+], [OH-], O, CCCc1nc(I)c(CO)[nH]1. Yields the product CCCc1nc(I)c(C=O)[nH]1. As a reaction SMILES: [CH3:14][C:15](=[O:16])[OH:17].[Na+:13].[OH-:12].[OH2:18].[OH:1][CH2:2][c:3]1[c:4]([I:11])[n:5][c:6]([CH2:8][CH2:9][CH3:10])[nH:7]1>>[O:1]=[CH:2][c:3]1[c:4]([I:11])[n:5][c:6]([CH2:8][CH2:9][CH3:10])[nH:7]1. Reactants: IC1=CC=CC=C1 (Iodo benzene), C(C)(=O)[O-] (acetate), C1=NC(=C2CSC3=C(N21)C=CC=C3)C(=O)OCC (ethyl 4H-imidazo[5,1-c][1,4]benzothiazine-3-carboxylate). The reagents and catalysts are [Pd] (palladium). The solvent is CN(C)C=O (DMF), C(Cl)Cl (DCM). Conditions: temperature 140 celsius. Product: C1(=CC=CC=C1)C1=NC(=C2CSC3=C(N21)C=CC=C3)C(=O)OCC (Ethyl 1-phenyl-4H- imidazo[5,1-c][1,4]benzothiazine-3-carboxlate). Yield: 31.0%. Reaction SMILES: I[C:2]1[CH:7]=[CH:6][CH:5]=[CH:4][CH:3]=1.C([O-])(=O)C.[CH:12]1[N:20]2[C:15]([CH2:16][S:17][C:18]3[CH:24]=[CH:23][CH:22]=[CH:21][C:19]=32)=[C:14]([C:25]([O:27][CH2:28][CH3:29])=[O:26])[N:13]=1>CN(C=O)C.C(Cl)Cl.[Pd]>[C:2]1([C:12]2[N:20]3[C:15]([CH2:16][S:17][C:18]4[CH:24]=[CH:23][CH:22]=[CH:21][C:19]=43)=[C:14]([C:25]([O:27][CH2:28][CH3:29])=[O:26])[N:13]=2)[CH:7]=[CH:6][CH:5]=[CH:4][CH:3]=1. Procedure details: Iodo benzene (0.15 mL, 1.15 mmol, 2 eq), palladium (Il) acetate (6.4 mg, 0.03 mmol, 0.05 eq), and Cul (0.22 g, 1.15 mmol, 2 eq) are taken in pressure tube to which is added ethyl 4H-imidazo[5,1-c][1,4]benzothiazine-3-carboxylate (0.15 g, 0.576 mmol, 1 eq) taken in degassed DMF (6 mL) and the contents are heated at 140° C. for 12 h. The reaction mixture is diluted with DCM and filtered through celite. The filtrate is concentrated, passed through a plug of silica gel and concentrated to get the cr... Product: C(C)(=O)C=1N(C=C(N1)CO)COC(C(C)(C)C)=O (2,2-Dimethylpropionic acid (2-acetyl-4-hydroxymethylimidazol-1-yl)methylester). Run at time 4 hour. As a reaction SMILES: [C:1]([C:4]1[N:5]([CH2:18][O:19][C:20](=[O:25])[C:21]([CH3:24])([CH3:23])[CH3:22])[CH:6]=[C:7]([CH2:9][O:10][Si](C(C)(C)C)(C)C)[N:8]=1)(=[O:3])[CH3:2].C(O)(=O)C.CCCC[N+](CCCC)(CCCC)CCCC.[F-]>C1COCC1>[C:1]([C:4]1[N:5]([CH2:18][O:19][C:20](=[O:25])[C:21]([CH3:24])([CH3:23])[CH3:22])[CH:6]=[C:7]([CH2:9][OH:10])[N:8]=1)(=[O:3])[CH3:2] |f:2.3|. Procedure: 2,2-Dimethylpropionic acid [2-acetyl-4-(tert-butyldimethylsilyloxymethyl)imidazol-1-yl]methylester (1.50 g) was dissolved in THF (50 mL), and at room temperature acetic acid (1 mL) and TBAF (1.0 M THF solution, 4.97 mL) were added, followed by stirring for 4 hours. The reaction solution was concentrated, and the resulting residue was purified by flash chromatography (ethyl acetate/hexane=100%→100%) using silica gel column (product name: Hi-Flash Column 3 L, manufactured by Yamazen Corporation) t... Solvent: C1CCOC1 (THF). Yield: 106.3%. The reactants are C(C)(=O)O (acetic acid), CCCC[N+](CCCC)(CCCC)CCCC.[F-] (TBAF), C(C)(=O)C=1N(C=C(N1)CO[Si](C)(C)C(C)(C)C)COC(C(C)(C)C)=O (2,2-Dimethylpropionic acid [2-acetyl-4-(tert-butyldimethylsilyloxymethyl)imidazol-1-yl]methylester). The reactants are CCOC(=O)CC(=O)C(=O)OCC, Cc1ccccc1, Nc1ccccc1. Yields the product CCOC(=O)C=C(Nc1ccccc1)C(=O)OCC. Reaction SMILES: [C:8]([CH2:9][C:10](=[O:11])[C:12](=[O:13])[O:14][CH2:15][CH3:16])(=[O:17])[O:18][CH2:19][CH3:20].[CH3:21][c:22]1[cH:23][cH:24][cH:25][cH:26][cH:27]1.[NH2:1][c:2]1[cH:3][cH:4][cH:5][cH:6][cH:7]1>>[NH:1]([c:2]1[cH:3][cH:4][cH:5][cH:6][cH:7]1)[C:9]([C:8](=[O:17])[O:18][CH2:19][CH3:20])=[CH:10][C:12](=[O:13])[O:14][CH2:15][CH3:16].